The task is: describe an organic reaction: reactants, conditions, products, and yield. This data is from the Open Reaction Database (ORD), a public repository of structured organic reaction records. The reactants are COC=1C=CC2=C(C=C3C(C(=CNC3=C2)C#N)=O)C1 (7-methoxy-4-oxo-1,4-dihydrobenzo[g]quinoline-3-carbonitrile), P(=O)(Cl)(Cl)Cl (phosphorus oxychloride). The reagents and catalysts are CN(C=O)C (N,N-dimethylformamide). Product: ClC1=C(C=NC2=CC3=C(C=C12)C=C(C=C3)OC)C#N (4-chloro-7-methoxybenzo[g]quinoline-3-carbonitrile). The yield is 64.7%. As a reaction SMILES: [CH3:1][O:2][C:3]1[CH:4]=[CH:5][C:6]2[CH:15]=[C:14]3[C:9]([C:10](=O)[C:11]([C:16]#[N:17])=[CH:12][NH:13]3)=[CH:8][C:7]=2[CH:19]=1.P(Cl)(Cl)([Cl:22])=O>CN(C)C=O>[Cl:22][C:10]1[C:9]2[C:14](=[CH:15][C:6]3[CH:5]=[CH:4][C:3]([O:2][CH3:1])=[CH:19][C:7]=3[CH:8]=2)[N:13]=[CH:12][C:11]=1[C:16]#[N:17]. Procedure details: A reaction mixture of 767.7 mg (3.1 mmol) of 7-methoxy-4-oxo-1,4-dihydrobenzo[g]quinoline-3-carbonitrile in 12 mL of phosphorus oxychloride and 5 drops of N,N-dimethylformamide (DMF) is refluxed for 2 hours. After cooling, the mixture is concentrated to dryness in vacuo to give a dark residue. The residue is partitioned between methylene chloride and ice-cooled saturated aqueous sodium carbonate solution. The organic layer is washed with ice-cooled brine and dried over sodium sulfate. The crude ... The reactants are BrC=1N=C2N(C3=C(NC4=C2C=CC=C4)N=CC=C3)C1C1=CC=C(C=C1)C1(CCC1)NC(OC(C)(C)C)=O (tert-butyl {1-[4-(2-bromo-9H-imidazo[1,2-d]pyrido[2,3-b][1,4]benzodiazepin-3-yl)phenyl]cyclobutyl}carbamate), CN(C(C)=O)C1=CC=C(C=C1)B1OC(C(O1)(C)C)(C)C (N-methyl-N-[4-(4,4,5,5-tetramethyl-1,3,2-dioxaborolan-2-yl)phenyl]acetamide), C(=O)([O-])[O-].[Na+].[Na+] (Na2CO3). Reagents/catalysts: CC(C)(C)P(C1=CC=C(C=C1)N(C)C)C(C)(C)C.CC(C)(C)P(C1=CC=C(C=C1)N(C)C)C(C)(C)C.Cl[Pd]Cl (bis(di-tert-butyl(4-dimethylaminophenyl)phosphine)dichloropalladium(II)). The solvent is CN(C)C=O (DMF), CCOC(=O)C (AcOEt). The product is C(C)(=O)N(C1=CC=C(C=C1)C=1N=C2N(C3=C(NC4=C2C=CC=C4)N=CC=C3)C1C1=CC=C(C=C1)C1(CCC1)NC(OC(C)(C)C)=O)C (tert-butyl {1-[4-(2-{4-[acetyl(methyl)amino]phenyl}-9H-imidazo[1,2-d]pyrido[2,3-b][1,4]benzodiazepin-3-yl)phenyl]cyclobutyl}carbamate). Yield: 53.2%. RXN SMILES: Br[C:2]1[N:3]=[C:4]2[C:10]3[CH:11]=[CH:12][CH:13]=[CH:14][C:9]=3[NH:8][C:7]3[N:15]=[CH:16][CH:17]=[CH:18][C:6]=3[N:5]2[C:19]=1[C:20]1[CH:25]=[CH:24][C:23]([C:26]2([NH:30][C:31](=[O:37])[O:32][C:33]([CH3:36])([CH3:35])[CH3:34])[CH2:29][CH2:28][CH2:27]2)=[CH:22][CH:21]=1.[CH3:38][N:39]([C:43]1[CH:48]=[CH:47][C:46](B2OC(C)(C)C(C)(C)O2)=[CH:45][CH:44]=1)[C:40](=[O:42])[CH3:41].C([O-])([O-])=O.[Na+].[Na+]>CN(C=O)C.CCOC(C)=O.CC(P(C(C)(C)C)C1C=CC(N(C)C)=CC=1)(C)C.CC(P(C(C)(C)C)C1C=CC(N(C)C)=CC=1)(C)C.Cl[Pd]Cl>[C:40]([N:39]([CH3:38])[C:43]1[CH:48]=[CH:47][C:46]([C:2]2[N:3]=[C:4]3[C:10]4[CH:11]=[CH:12][CH:13]=[CH:14][C:9]=4[NH:8][C:7]4[N:15]=[CH:16][CH:17]=[CH:18][C:6]=4[N:5]3[C:19]=2[C:20]2[CH:25]=[CH:24][C:23]([C:26]3([NH:30][C:31](=[O:37])[O:32][C:33]([CH3:34])([CH3:35])[CH3:36])[CH2:27][CH2:28][CH2:29]3)=[CH:22][CH:21]=2)=[CH:45][CH:44]=1)(=[O:42])[CH3:41] |f:2.3.4,7.8.9|. Procedure details: A mixture of tert-butyl {1-[4-(2-bromo-9H-imidazo[1,2-d]pyrido[2,3-b][1,4]benzodiazepin-3-yl)phenyl]cyclobutyl}carbamate (50 mg, 0.090 mmol), N-methyl-N-[4-(4,4,5,5-tetramethyl-1,3,2-dioxaborolan-2-yl)phenyl]acetamide (49 mg, 0.18 mmol), bis(di-tert-butyl(4-dimethylaminophenyl)phosphine)dichloropalladium(II) (6 mg, 0.009 mmol), and 2M Na2CO3 aq. (0.090 mL, 0.18 mmol) in DMF (3 mL) was treated with microwave (160° C. for 1 hour). The mixture was diluted with AcOEt, washed with water(×3), brine, d... Starting materials: Cl.Cl.Cl.NCCCNCCCCNC(C(O)NC(CCCCCCNC(=N)N)=O)=O (N-[4-(3-aminopropyl)aminobutyl]-2-(7-guanidinoheptanamido)-2-hydroxyethanamide trihydrochloride), Cl.N(C(=N)N)CCCCCCC(=O)N (7-guanidinoheptanamide hydrochloride), Cl.Cl.NCCCNCCCCNC(C(O)O)=O (N-[4-(3-aminopropyl)aminobutyl]-2,2-dihydroxyethanamide dihydrochloride), C(CCCC(=O)O)(=O)O (glutaric acid). Run in O (water), O (water). Run at temperature 60 celsius. Product: NCCCNCCCCNC(C(O)NC(CCCCCCNC(=N)N)=O)=O (N-[4-(3-aminopropyl)aminobutyl]-2-(7-guanidinoheptanamido)-2-hydroxyethanamide). Isolated yield 39.0%. As a reaction SMILES: Cl.N(CCCCCCC(N)=O)C(N)=N.Cl.Cl.NCCCNCCCCNC(=O)C(O)O.C(O)(=O)CCCC(O)=O.Cl.Cl.Cl.[NH2:44][CH2:45][CH2:46][CH2:47][NH:48][CH2:49][CH2:50][CH2:51][CH2:52][NH:53][C:54](=[O:70])[CH:55]([NH:57][C:58](=[O:69])[CH2:59][CH2:60][CH2:61][CH2:62][CH2:63][CH2:64][NH:65][C:66]([NH2:68])=[NH:67])[OH:56]>O>[NH2:44][CH2:45][CH2:46][CH2:47][NH:48][CH2:49][CH2:50][CH2:51][CH2:52][NH:53][C:54](=[O:70])[CH:55]([NH:57][C:58](=[O:69])[CH2:59][CH2:60][CH2:61][CH2:62][CH2:63][CH2:64][NH:65][C:66]([NH2:68])=[NH:67])[OH:56] |f:0.1,2.3.4,6.7.8.9|. Procedure: A mixture of 360 mg (1.62 mmoles) of 7-guanidinoheptanamide hydrochloride, 568 mg (1.94 mmoles) of N-[4-(3-aminopropyl)aminobutyl]-2,2-dihydroxyethanamide dihydrochloride, 214 mg (1.62 mmoles) of glutaric acid and 0.36 ml of water was heated at 60° C. for 24 hours. After completion of the reaction, 5 ml of water was added to the reaction mixture and the resulting mixture was purified in a manner similar to that in Example 1, using CM-Sephadex® C-25 (Na-type) and Sephadex® LH-20 to obtain 317 mg ... Starting materials: CC1(NC2=CC(=CC=C2C(C1)C1=CC=CC=C1)OC)C (2,2-dimethyl-7-methoxy-4-phenyl dihydroquinoline). Reagents/catalysts: [Pd] (Pd/C). The solvent is C(C)O.C(C)(=O)O (ethanol acetic acid). Product: CC1(NC2=CC(=CCC2C(C1)C1=CC=CC=C1)OC)C (2,2-dimethyl-7-methoxy-4-phenyl tetrahydroquinoline). Reaction SMILES: [CH3:1][C:2]1([CH3:20])[CH2:11][CH:10]([C:12]2[CH:17]=[CH:16][CH:15]=[CH:14][CH:13]=2)[C:9]2[C:4](=[CH:5][C:6]([O:18][CH3:19])=[CH:7][CH:8]=2)[NH:3]1>C(O)C.C(O)(=O)C.[Pd]>[CH3:1][C:2]1([CH3:20])[CH2:11][CH:10]([C:12]2[CH:17]=[CH:16][CH:15]=[CH:14][CH:13]=2)[CH:9]2[C:4](=[CH:5][C:6]([O:18][CH3:19])=[CH:7][CH2:8]2)[NH:3]1 |f:1.2|. Procedure details: 2,2-dimethyl-7-methoxy-4-phenyl dihydroquinoline (contaminated with 2,2,4-trimethyl compound) [60 g] was hydrogenated with 10% Pd/C (1.4 g) in ethanol-acetic acid (200 ml). The reaction mixture was filtered through `Mgflo` and the solvent removed under reduced pressure to give the title compound slightly contaminated with the trimethyl isomer (5 g). Reactants: C=C(C)C(=O)Cl, CCCC[P+](CCCC)(CCCC)CCCO, COC, CC#N, [Cl-], Oc1ccc(O)cc1. Product: C=C(C)C(=O)OCCC[P+](CCCC)(CCCC)CCCC, [Cl-]. As a reaction SMILES: [C:30]([C:31](=[CH2:32])[CH3:33])(=[O:34])[Cl:35].[CH2:2]([CH2:3][CH2:4][CH3:5])[P+:6]([CH2:7][CH2:8][CH2:9][OH:10])([CH2:11][CH2:12][CH2:13][CH3:14])[CH2:15][CH2:16][CH2:17][CH3:18].[CH3:19][O:20][CH3:21].[CH3:36][C:37]#[N:38].[Cl-:1].[c:22]1([OH:29])[cH:23][cH:24][c:25]([OH:26])[cH:27][cH:28]1>>[CH2:2]([CH2:3][CH2:4][CH3:5])[P+:6]([CH2:7][CH2:8][CH2:9][O:10][C:30]([C:31](=[CH2:32])[CH3:33])=[O:34])([CH2:11][CH2:12][CH2:13][CH3:14])[CH2:15][CH2:16][CH2:17][CH3:18].[Cl-:35]. The reactants are O=C(O)c1cnn2c(C(F)(F)F)cc(-c3ccc(C(F)(F)F)cc3)nc12, Nc1cc(S(=O)(=O)N(CCO)CCO)sc1Cl. Product: O=C(Nc1cc(S(=O)(=O)N(CCO)CCO)sc1Cl)c1cnn2c(C(F)(F)F)cc(-c3ccc(C(F)(F)F)cc3)nc12. Reaction SMILES: [F:1][C:2]([c:3]1[cH:4][c:5](-[c:15]2[cH:16][cH:17][c:18]([C:21]([F:22])([F:23])[F:24])[cH:19][cH:20]2)[n:6][c:7]2[n:8]1[n:9][cH:10][c:11]2[C:12](=[O:13])[OH:14])([F:25])[F:26].[OH:27][CH2:28][CH2:29][N:30]([S:31](=[O:32])(=[O:33])[c:34]1[s:35][c:36]([Cl:40])[c:37]([NH2:39])[cH:38]1)[CH2:41][CH2:42][OH:43]>>[F:1][C:2]([c:3]1[cH:4][c:5](-[c:15]2[cH:16][cH:17][c:18]([C:21]([F:22])([F:23])[F:24])[cH:19][cH:20]2)[n:6][c:7]2[n:8]1[n:9][cH:10][c:11]2[C:12](=[O:13])[NH:39][c:37]1[c:36]([Cl:40])[s:35][c:34]([S:31]([N:30]([CH2:29][CH2:28][OH:27])[CH2:41][CH2:42][OH:43])(=[O:32])=[O:33])[cH:38]1)([F:25])[F:26].